This data is from the Open Reaction Database (ORD), a public repository of structured organic reaction records. The task is: describe an organic reaction: reactants, conditions, products, and yield The reactants are ClC=1C=C(C=CC1OC(C)C)C1=NC(=NO1)C1=CC2=C(CCN(CC2)CC(=O)OCC)C=C1 (ethyl [7-(5-{3-chloro-4-[(1-methylethyl)oxy]phenyl}-1,2,4-oxadiazol-3-yl)-1,2,4,5-tetrahydro-3H-3-benzazepin-3-yl]acetate), [OH-].[Na+] (sodium hydroxide). Solvent: CO (methanol). Conditions: time 8 hour. Product: ClC=1C=C(C=CC1OC(C)C)C1=NC(=NO1)C1=CC2=C(CCN(CC2)CC(=O)O)C=C1 ([7-(5-{3-Chloro-4-[(1-methylethyl)oxy]phenyl}-1,2,4-oxadiazol-3-yl)-1,2,4,5-tetrahydro-3H-3-benzazepin-3-yl]acetic acid). The yield is 28.7%. RXN SMILES: [Cl:1][C:2]1[CH:3]=[C:4]([C:12]2[O:16][N:15]=[C:14]([C:17]3[CH:33]=[CH:32][C:20]4[CH2:21][CH2:22][N:23]([CH2:26][C:27]([O:29]CC)=[O:28])[CH2:24][CH2:25][C:19]=4[CH:18]=3)[N:13]=2)[CH:5]=[CH:6][C:7]=1[O:8][CH:9]([CH3:11])[CH3:10].[OH-].[Na+]>CO>[Cl:1][C:2]1[CH:3]=[C:4]([C:12]2[O:16][N:15]=[C:14]([C:17]3[CH:33]=[CH:32][C:20]4[CH2:21][CH2:22][N:23]([CH2:26][C:27]([OH:29])=[O:28])[CH2:24][CH2:25][C:19]=4[CH:18]=3)[N:13]=2)[CH:5]=[CH:6][C:7]=1[O:8][CH:9]([CH3:10])[CH3:11] |f:1.2|. Procedure details: A solution of ethyl [7-(5-{3-chloro-4-[(1-methylethyl)oxy]phenyl}-1,2,4-oxadiazol-3-yl)-1,2,4,5-tetrahydro-3H-3-benzazepin-3-yl]acetate (Preparation 46) (77 mg, 0.164 mmol) in methanol (30 ml) was stirred at room temp and sodium hydroxide (3 ml, 6.00 mmol) added. The reaction mixture was stirred at room temperature overnight. The solvent was removed in vacuo, the solid was triturated with methanol (˜5 ml) and the resultant solid filtered off and dried. The solid was suspended in methanol (˜30 ml... Starting materials: solid, FC1=CC=2C(=C3N(C2C(=C1)B1OC(C(O1)(C)C)(C)C)CCNC3=O)C (8-fluoro-10-methyl-6-(4,4,5,5-tetramethyl-[1,3,2]dioxaborolan-2-yl)-3,4-dihydro-2H-pyrazino[1,2-a]indol-1-one), BrC=1OC=CC1 (2-bromofurane). Yields the product FC1=CC=2C(=C3N(C2C(=C1)C=1OC=CC1)CCNC3=O)C (8-Fluoro-6-(furan-2-yl)-10-methyl-3,4-dihydro-2H-pyrazino[1,2-a]indol-1-one). RXN SMILES: [F:1][C:2]1[CH:10]=[C:9](B2OC(C)(C)C(C)(C)O2)[C:8]2[N:7]3[CH2:20][CH2:21][NH:22][C:23](=[O:24])[C:6]3=[C:5]([CH3:25])[C:4]=2[CH:3]=1.Br[C:27]1[O:28][CH:29]=[CH:30][CH:31]=1>>[F:1][C:2]1[CH:10]=[C:9]([C:27]2[O:28][CH:29]=[CH:30][CH:31]=2)[C:8]2[N:7]3[CH2:20][CH2:21][NH:22][C:23](=[O:24])[C:6]3=[C:5]([CH3:25])[C:4]=2[CH:3]=1. Reported procedure: The title compound, off-white solid (21 mg, 37%), MS (ISP) m/z=285.5 [(M+H)+], mp 236° C., was prepared in accordance with the general method of example 171, step B from 8-fluoro-10-methyl-6-(4,4,5,5-tetramethyl-[1,3,2]dioxaborolan-2-yl)-3,4-dihydro-2H-pyrazino[1,2-a]indol-1-one (Example 171, step A) (68.8 mg, 0.2 mmol) and commercially available 2-bromofurane (44.1 mg, 0.3 mmol). The reactants are C(C)N(C(C)=O)CC(C)NC1=C(C=CC=C1C)C (1-(N-ethyl-acetamido)-2-(2,6-dimethylphenyl-amino)-propane), Cl (hydrochloric acid). Reaction conditions: time 3 hour. Product: Cl.Cl.C(C)NCC(C)NC1=C(C=CC=C1C)C (1-ethylamino-2-(2,6-dimethylphenyl-amino)-propane dihydrochloride). Yield: 56.0%. Reaction SMILES: [CH2:1]([N:3]([CH2:7][CH:8]([NH:10][C:11]1[C:16]([CH3:17])=[CH:15][CH:14]=[CH:13][C:12]=1[CH3:18])[CH3:9])C(=O)C)[CH3:2].[ClH:19]>>[ClH:19].[ClH:19].[CH2:1]([NH:3][CH2:7][CH:8]([NH:10][C:11]1[C:16]([CH3:17])=[CH:15][CH:14]=[CH:13][C:12]=1[CH3:18])[CH3:9])[CH3:2] |f:2.3.4|. Procedure details: A mixture of 0.3 g (1.2 mmoles) of 1-(N-ethyl-acetamido)-2-(2,6-dimethylphenyl-amino)-propane and 5 ml of a 20% aqueous hydrochloric acid solution is boiled for 3 hours. The solvent is evaporated, and the residue is dissolved in 30 ml of water. The solution is washed five times with 5 ml of chloroform, each, and then the solvent is evaporated. The residue is crystallized from a mixture of chloroform and diethyl ether to obtain 0.14 g (56%) of 1-ethylamino-2-(2,6-dimethylphenyl-amino)-propane dih...